From a dataset of the Open Reaction Database (ORD), a public repository of structured organic reaction records. describe an organic reaction: reactants, conditions, products, and yield The reactants are Cl.N1(C=NC=C1)C1=CC=C(OCCCCN)C=C1 (4-[4-(1H-imidazol-1-yl)phenoxy]butylamine hydrochloride), [OH-].[Na+] (NaOH), ClC1=CC=C(C(=O)Cl)C=C1 (4-chlorobenzoyl chloride). Run in O (water), C(C)OCC (diethyl ether). As a reaction SMILES: Cl.[N:2]1([C:7]2[CH:18]=[CH:17][C:10]([O:11][CH2:12][CH2:13][CH2:14][CH2:15][NH2:16])=[CH:9][CH:8]=2)[CH:6]=[CH:5][N:4]=[CH:3]1.[OH-].[Na+].[Cl:21][C:22]1[CH:30]=[CH:29][C:25]([C:26](Cl)=[O:27])=[CH:24][CH:23]=1>O.C(OCC)C>[Cl:21][C:22]1[CH:30]=[CH:29][C:25]([C:26]([NH:16][CH2:15][CH2:14][CH2:13][CH2:12][O:11][C:10]2[CH:17]=[CH:18][C:7]([N:2]3[CH:6]=[CH:5][N:4]=[CH:3]3)=[CH:8][CH:9]=2)=[O:27])=[CH:24][CH:23]=1 |f:0.1,2.3|. Reported procedure: A solution of 2.8 g of 4-[4-(1H-imidazol-1-yl)phenoxy]butylamine hydrochloride (Example 2) in 50 ml of water is treated successively with 4 ml of 10N NaOH and 2.0 g of 4-chlorobenzoyl chloride in 100 ml of diethyl ether. Stirring at room temperature for 3 hours gives a precipitate which is collected, washed with diethylether and water, and air dried. Recrystallization from 33% aqueous ethanol gives the desired product, m.p. 138°-139° C.; yield, 1.3 g. Yields the product ClC1=CC=C(C(=O)NCCCCOC2=CC=C(C=C2)N2C=NC=C2)C=C1 (4-Chloro-N-[4-[4-(1H-imidazol-1-yl)phenyloxy]butyl]benzamide). Run at time 3 hour. Reaction conditions: time 1 hour. Starting materials: CC1=C(C(=CC=C1)C)N(S(=O)(=O)C)CC(C)OS(=O)(=O)C (1-[N-(2,6-dimethylphenyl)-methanesulfonamido]-2-methanesulfonyloxy-propane), C(C)NCC (diethyl amine), steel. The solvent is C(C)OCC (diethyl ether). Reaction SMILES: [CH3:1][C:2]1[CH:7]=[CH:6][CH:5]=[C:4]([CH3:8])[C:3]=1[N:9]([CH2:14][CH:15](OS(C)(=O)=O)[CH3:16])[S:10]([CH3:13])(=[O:12])=[O:11].[CH2:22]([NH:24][CH2:25][CH3:26])[CH3:23]>C(OCC)C>[CH3:1][C:2]1[CH:7]=[CH:6][CH:5]=[C:4]([CH3:8])[C:3]=1[N:9]([CH2:14][CH:15]([N:24]([CH2:25][CH3:26])[CH2:22][CH3:23])[CH3:16])[S:10]([CH3:13])(=[O:12])=[O:11]. Reported procedure: A mixture of 15 g (45 mmoles) of 1-[N-(2,6-dimethylphenyl)-methanesulfonamido]-2-methanesulfonyloxy-propane and 45 ml (31.9 g, 0.44 moles) of diethyl amine is heated at 150° C. for 5 hours in a steel bomb. The mixture is cooled, dissolved in 300 ml of diethyl ether, the solution is washed thrice with 50 ml of water, each, and then extracted thrice with 70 ml of ice-cold 1 n hydrochloric acid, each. The acidic solutions are combined, the traces of diethyl ether are removed under reduced pressure,... Yield: 59.0%. The product is CC1=C(C(=CC=C1)C)N(S(=O)(=O)C)CC(C)N(CC)CC (1-[N-(2,6-dimethylphenyl)-methanesulfonamido]-2-diethylamino-propane). Reactants: O (water), [H-].[Na+] (NaH), ClC1=CC=C(CCl)C=C1 (4-chlorobenzyl chloride), C(C1=CC=CC=C1)N1N=C(C2=CC=CC=C12)CO (1-benzyl-3-hydroxymethylindazole). The solvent is C1(=CC=CC=C1)C (toluene). Yields the product ClC1=CC=C(CN2N=C(C3=CC=CC=C23)CO)C=C1 ([1-(4-chlorobenzyl)-1H-indazol-3-yl]methanol). Yield: 23.0%. As a reaction SMILES: [H-].[Na+].[CH2:3]([N:10]1[C:18]2[C:13](=[CH:14][CH:15]=[CH:16][CH:17]=2)[C:12]([CH2:19][OH:20])=[N:11]1)[C:4]1[CH:9]=[CH:8][CH:7]=[CH:6][CH:5]=1.[Cl:21]C1C=CC(CCl)=CC=1.O>C1(C)C=CC=CC=1>[Cl:21][C:7]1[CH:6]=[CH:5][C:4]([CH2:3][N:10]2[C:18]3[C:13](=[CH:14][CH:15]=[CH:16][CH:17]=3)[C:12]([CH2:19][OH:20])=[N:11]2)=[CH:9][CH:8]=1 |f:0.1|. Procedure details: To a suspension of 60% NaH (2.7 g; 0.07 mol) in toluene (200 ml) was added 1-benzyl-3-hydroxymethylindazole (10 g; 0.07 mol). The mixture was brought to the boiling point and left stirring at reflux for 1 hour. 4-chlorobenzyl chloride (14.4 g; 0.09 mol) was then added. The mixture was then stirred at reflux for 4 hours. The reaction was stopped by cooling the mixture to room temperature and adding water (50 ml). The organic phase was separated out and washed, respectively, with 2N HCl (50 ml) an... Reactants: O=C=NC(=O)Cc1ccc(F)cc1, CN(C)CC1CCN(C(=O)Nc2cc(Oc3ccc(N)cc3)ccn2)CC1, C1CCOC1. The product is CN(C)CC1CCN(C(=O)Nc2cc(Oc3ccc(NC(=O)NC(=O)Cc4ccc(F)cc4)cc3)ccn2)CC1. As a reaction SMILES: [F:28][c:29]1[cH:30][cH:31][c:32]([CH2:35][C:36](=[O:37])[N:38]=[C:39]=[O:40])[cH:33][cH:34]1.[NH2:1][c:2]1[cH:3][cH:4][c:5]([O:6][c:7]2[cH:8][c:9]([NH:13][C:14](=[O:15])[N:16]3[CH2:17][CH2:18][CH:19]([CH2:22][N:23]([CH3:24])[CH3:25])[CH2:20][CH2:21]3)[n:10][cH:11][cH:12]2)[cH:26][cH:27]1.[O:41]1[CH2:42][CH2:43][CH2:44][CH2:45]1>>[NH:1]([c:2]1[cH:3][cH:4][c:5]([O:6][c:7]2[cH:8][c:9]([NH:13][C:14](=[O:15])[N:16]3[CH2:17][CH2:18][CH:19]([CH2:22][N:23]([CH3:24])[CH3:25])[CH2:20][CH2:21]3)[n:10][cH:11][cH:12]2)[cH:26][cH:27]1)[C:39]([NH:38][C:36]([CH2:35][c:32]1[cH:31][cH:30][c:29]([F:28])[cH:34][cH:33]1)=[O:37])=[O:40]. The reactants are CC1=NC(NC(C1)(C)C)(C)C (acetonine), C(CC(=O)O)(=O)O (malonic acid). The solvent is CC(=O)C (acetone). Product: CC1(CC(=O)CC(N1)(C)C)C (triacetonamine). Yield: 115.0%. RXN SMILES: [CH3:1][C:2]1[CH2:7][C:6]([CH3:9])([CH3:8])[NH:5][C:4]([CH3:11])([CH3:10])N=1.C(O)(=O)CC(O)=[O:15]>CC(C)=O>[CH3:10][C:4]1([CH3:11])[NH:5][C:6]([CH3:9])([CH3:8])[CH2:7][C:2](=[O:15])[CH2:1]1. Procedure: A solution of 6.3 g. of acetonine in 40 g. of acetone was added with 0.5 g. of malonic acid and the mixture was heated at 60°C. for 10 hours in a sealed equipment to effect the reaction. After completion of the reaction, the reaction mixture was purified in the same manner as in Example 1 to obtain triacetonamine in a yield of 115%. Reactants: CN1C(CNCC1)=O (1-methylpiperazin-2-one), C(C)OC=C(C(=O)OCC)C(=O)OCC (diethyl ethoxymethylenemalonate), C[Si](C)(C)[N-][Si](C)(C)C.[Li+] (lithium bis(trimethylsilyl)amide), C1CCOC1 (THF). Run in C1(=CC=CC=C1)C (toluene). Run at temperature 100 celsius. Product: OC=1C(=CN2C1C(N(CC2)C)=O)C(=O)OCC (Ethyl 8-hydroxy-2-methyl-1-oxo-1,2,3,4-tetrahydropyrrolo[1,2-a]-pyrazine-7-carboxylate). As a reaction SMILES: [CH3:1][N:2]1[CH2:7][CH2:6][NH:5][CH2:4][C:3]1=[O:8].C([O:11][CH:12]=[C:13]([C:19](OCC)=O)[C:14]([O:16][CH2:17][CH3:18])=[O:15])C.C[Si]([N-][Si](C)(C)C)(C)C.[Li+].C1COCC1>C1(C)C=CC=CC=1>[OH:11][C:12]1[C:13]([C:14]([O:16][CH2:17][CH3:18])=[O:15])=[CH:19][N:5]2[CH2:6][CH2:7][N:2]([CH3:1])[C:3](=[O:8])[C:4]=12 |f:2.3|. Reported procedure: A mixture of 1-methylpiperazin-2-one (183 g, 1.6 mol) and diethyl ethoxymethylenemalonate (346 g, 1.6 mol) in toluene (12 L) was heated at 100° C. overnight. The resultant mixture was concentrated under vacuum. The residue was dissolved in anhydrous THF (8 L), brought to reflux under an atmosphere of nitrogen, and treated with a solution of lithium bis(trimethylsilyl)amide in THF (1 M, 1.05 eq). The reaction mixture was allowed to cool to room temperature and concentrated under vacuum. The resid... The reactants are O=C(Cl)c1ccc(F)cc1, CCCOC(=N)N1Cc2ccccc2-c2ccccc2C1. Product: CCCOC(=NC(=O)c1ccc(F)cc1)N1Cc2ccccc2-c2ccccc2C1. RXN SMILES: [F:22][c:23]1[cH:24][cH:25][c:26]([C:27](=[O:28])[Cl:29])[cH:30][cH:31]1.[cH:1]1[cH:2][cH:3][cH:4][c:5]2[c:11]1-[c:10]1[c:9]([cH:15][cH:14][cH:13][cH:12]1)[CH2:8][N:7]([C:16]([O:17][CH2:18][CH2:19][CH3:20])=[NH:21])[CH2:6]2>>[cH:1]1[cH:2][cH:3][cH:4][c:5]2[c:11]1-[c:10]1[c:9]([cH:15][cH:14][cH:13][cH:12]1)[CH2:8][N:7]([C:16]([O:17][CH2:18][CH2:19][CH3:20])=[N:21][C:27]([c:26]1[cH:25][cH:24][c:23]([F:22])[cH:31][cH:30]1)=[O:28])[CH2:6]2. Reactants: C(C1=CC=CC=C1)N1C=CC=2C(=NC=CC21)Br (1-benzyl-4-bromo-1H-pyrrolo[3,2-c]pyridine), N1CCNCC1 (piperazine). The solvent is C(C)O (ethanol). Yields the product C(C1=CC=CC=C1)N1C=CC=2C(=NC=CC21)N2CCNCC2 (1-Benzyl-4-(1-piperazinyl)-1H-pyrrolo[3,2-c]pyridine). RXN SMILES: [CH2:1]([N:8]1[C:16]2[CH:15]=[CH:14][N:13]=[C:12](Br)[C:11]=2[CH:10]=[CH:9]1)[C:2]1[CH:7]=[CH:6][CH:5]=[CH:4][CH:3]=1.[NH:18]1[CH2:23][CH2:22][NH:21][CH2:20][CH2:19]1>C(O)C>[CH2:1]([N:8]1[C:16]2[CH:15]=[CH:14][N:13]=[C:12]([N:18]3[CH2:23][CH2:22][NH:21][CH2:20][CH2:19]3)[C:11]=2[CH:10]=[CH:9]1)[C:2]1[CH:7]=[CH:6][CH:5]=[CH:4][CH:3]=1. Procedure details: A solution of 4.5 g of 1-benzyl-4-bromo-1H-pyrrolo[3,2-c]pyridine in 25 ml of anhydrous ethanol and 8 g of piperazine are stirred at 120° C. for 15 hours under an inert atmosphere, then brought to ambient temperature and concentrated under reduced pressure. The residue is taken up in 200 ml of dichloromethane and washed with water. The organic phase is treated in conventional manner and then concentrated, enabling the expected product to be isolated. Starting materials: CN(C)C=O, BrCC1CCCCC1, [Cl-], [H-], [NH4+], [Na+], CS(=O)(=O)c1ccc2[nH]c(-c3ccco3)cc2c1. Yields the product CS(=O)(=O)c1ccc2c(c1)cc(-c1ccco1)n2CC1CCCCC1. Reaction SMILES: [CH3:31][N:32]([CH3:33])[CH:34]=[O:35].[CH:21]1([CH2:27][Br:28])[CH2:22][CH2:23][CH2:24][CH2:25][CH2:26]1.[Cl-:29].[H-:19].[NH4+:30].[Na+:20].[o:1]1[c:2](-[c:6]2[nH:7][c:8]3[cH:9][cH:10][c:11]([S:15](=[O:16])(=[O:17])[CH3:18])[cH:12][c:13]3[cH:14]2)[cH:3][cH:4][cH:5]1>>[o:1]1[c:2](-[c:6]2[n:7]([CH2:27][CH:21]3[CH2:22][CH2:23][CH2:24][CH2:25][CH2:26]3)[c:8]3[cH:9][cH:10][c:11]([S:15](=[O:16])(=[O:17])[CH3:18])[cH:12][c:13]3[cH:14]2)[cH:3][cH:4][cH:5]1. Starting materials: NC=1C=C(CC2=NNC(C=3CCCCC23)=O)C=CC1 (4-(3-aminobenzyl)-5,6,7,8-tetrahydrophthalazin-1(2H)-one), ClCCCC(=O)Cl (4-chlorobutanoyl chloride). Run in ClCCl (dichloromethane). Yields the product ClCCCC(=O)NC1=CC(=CC=C1)CC1=NNC(C=2CCCCC12)=O (4-chloro-N-(3-((4-oxo-3,4,5,6,7,8-hexahydrophthalazin-1-yl)methyl)phenyl)butanamide). As a reaction SMILES: [NH2:1][C:2]1[CH:3]=[C:4]([CH:17]=[CH:18][CH:19]=1)[CH2:5][C:6]1[C:15]2[CH2:14][CH2:13][CH2:12][CH2:11][C:10]=2[C:9](=[O:16])[NH:8][N:7]=1.[Cl:20][CH2:21][CH2:22][CH2:23][C:24](Cl)=[O:25]>ClCCl>[Cl:20][CH2:21][CH2:22][CH2:23][C:24]([NH:1][C:2]1[CH:19]=[CH:18][CH:17]=[C:4]([CH2:5][C:6]2[C:15]3[CH2:14][CH2:13][CH2:12][CH2:11][C:10]=3[C:9](=[O:16])[NH:8][N:7]=2)[CH:3]=1)=[O:25]. Procedure details: A solution of EXAMPLE 89 (150 mg, 0.59 mmol) and 4-chlorobutanoyl chloride (83 mg, 0.59 mmol) in dichloromethane (5 mL) was stirred at room temperature for 16 hours, and was concentrated. The residue was partitioned between ethyl acetate and brine. The organic phase was washed with brine, and concentrated to provide the title compound. MS (DCI/NH3) m/z 360 (M+H)+; 1H NMR (400 MHz, CD3OD): δ 1.66-1.73 (m, 4H), 2.07-2.15 (m, 2H), 2.40-2.46 (m, 2H), 2.48-2.51 (m, 2H), 2.50-2.56 (m, 2H), 3.63 (t, J=...